Dataset: the Open Reaction Database (ORD), a public repository of structured organic reaction records. Task: describe an organic reaction: reactants, conditions, products, and yield Reactants: C([O-])(O)=O.[Na+] (sodium bicarbonate), NC1[C@@H]2N(C(=CCS2)C(=O)O)C1=O (7-amino-3-cephem-4-carboxylic acid), C[Si](C)(C)CC(=O)N (trimethylsilylacetamide), C[Si](C)(C)C(C(=O)N)[Si](C)(C)C (bis(trimethylsilyl)acetamide), P(=O)(Cl)(Cl)Cl (phosphoryl chloride), C[N+](=CCl)C.[Cl-] (Vilsmeier reagent), O1CCSC=C1C(C(=O)O)=NOCC=C (2-(2,3-dihydro-1,4-oxathiin-6-yl)-2-allyloxyiminoacetic acid), resultant solution. Solvent: C(C)(=O)OCC (ethyl acetate), C(C)(=O)OCC (ethyl acetate), C(C)(=O)OCC (ethyl acetate), CN(C=O)C (N,N-dimethylformamide), O (Water). Run at time 20 minute. The product is O1CCSC=C1C(C(=O)NC1[C@@H]2N(C(=CCS2)C(=O)O)C1=O)=NOCC=C (7-[2-(2,3-dihydro-1,4-oxathiin-6-yl)-2-allyloxyiminoacetamido]-3-cephem-4-carboxylic acid). The yield is 81.3%. RXN SMILES: P(Cl)(Cl)(Cl)=O.C[N+](C)=CCl.[Cl-].[O:12]1[C:17]([C:18](=[N:22][O:23][CH2:24][CH:25]=[CH2:26])[C:19]([OH:21])=O)=[CH:16][S:15][CH2:14][CH2:13]1.[NH2:27][CH:28]1[C:38](=[O:39])[N:30]2[C:31]([C:35]([OH:37])=[O:36])=[CH:32][CH2:33][S:34][C@H:29]12.C[Si](CC(N)=O)(C)C.C[Si](C([Si](C)(C)C)C(N)=O)(C)C.C(=O)(O)[O-].[Na+]>C(OCC)(=O)C.O.CN(C)C=O>[O:12]1[C:17]([C:18](=[N:22][O:23][CH2:24][CH:25]=[CH2:26])[C:19]([NH:27][CH:28]2[C:38](=[O:39])[N:30]3[C:31]([C:35]([OH:37])=[O:36])=[CH:32][CH2:33][S:34][C@H:29]23)=[O:21])=[CH:16][S:15][CH2:14][CH2:13]1 |f:1.2,7.8|. Procedure: N,N-dimethylformamide (0.175 g.), phosphoryl chloride (0.367 g.) and ethyl acetate (0.5 ml.) were treated in a conventional manner to prepare a Vilsmeier reagent and the reagent was added to ethyl acetate (5 ml.). To the solution was added 2-(2,3-dihydro-1,4-oxathiin-6-yl)-2-allyloxyiminoacetic acid (syn isomer, 0.500 g.) at -15° C. and stirred at the same temperature for 20 minutes to give an activated acid solution. The solution was added all at once to a solution of 7-amino-3-cephem-4-carboxy...